From a dataset of the Open Reaction Database (ORD), a public repository of structured organic reaction records. describe an organic reaction: reactants, conditions, products, and yield Reaction SMILES: [NH2:1][c:2]1[cH:3][c:4](-[c:8]2[n:9][n:10]3[c:11]([cH:12][cH:13][cH:14][cH:15]3)[c:16]2-[c:17]2[n:18][c:19]([NH:23][c:24]3[cH:25][c:26]([O:30][CH2:31][CH2:32][CH2:33][N:34]4[CH2:35][CH2:36][CH2:37][CH2:38]4)[cH:27][cH:28][cH:29]3)[n:20][cH:21][cH:22]2)[cH:5][cH:6][cH:7]1.[s:39]1[c:40]([CH2:44][C:45](=[O:46])[Cl:47])[cH:41][cH:42][cH:43]1>>[NH:1]([c:2]1[cH:3][c:4](-[c:8]2[n:9][n:10]3[c:11]([cH:12][cH:13][cH:14][cH:15]3)[c:16]2-[c:17]2[n:18][c:19]([NH:23][c:24]3[cH:25][c:26]([O:30][CH2:31][CH2:32][CH2:33][N:34]4[CH2:35][CH2:36][CH2:37][CH2:38]4)[cH:27][cH:28][cH:29]3)[n:20][cH:21][cH:22]2)[cH:5][cH:6][cH:7]1)[C:45]([CH2:44][c:40]1[s:39][cH:43][cH:42][cH:41]1)=[O:46]. Product: O=C(Cc1cccs1)Nc1cccc(-c2nn3ccccc3c2-c2ccnc(Nc3cccc(OCCCN4CCCC4)c3)n2)c1. Reactants: Nc1cccc(-c2nn3ccccc3c2-c2ccnc(Nc3cccc(OCCCN4CCCC4)c3)n2)c1, O=C(Cl)Cc1cccs1. Reactants: NC=1C=C(C(=O)NC)C=CC1 (3-amino-N-methylbenzamide), C(C)N(C(C)C)C(C)C (N-ethyl-N-isopropylpropan-2-amine), ClC1=NC=C(C(=N1)Cl)C#N (2,4-dichloropyrimidine-5-carbonitrile). The solvent is COCCOC (DME). The product is ClC1=NC=C(C(=N1)NC=1C=C(C(=O)NC)C=CC1)C#N (3-(2-chloro-5-cyanopyrimidin-4-ylamino)-N-methylbenzamide), ClC1=NC(=NC=C1C#N)NC=1C=C(C(=O)NC)C=CC1 (3-(4-chloro-5-cyanopyrimidin-2-ylamino)-N-methylbenzamide). The yield is 51.1%. RXN SMILES: [NH2:1][C:2]1[CH:3]=[C:4]([CH:9]=[CH:10][CH:11]=1)[C:5]([NH:7][CH3:8])=[O:6].C(N(C(C)C)C(C)C)C.[Cl:21][C:22]1[N:27]=[C:26]([Cl:28])[C:25]([C:29]#[N:30])=[CH:24][N:23]=1>COCCOC>[Cl:21][C:22]1[N:27]=[C:26]([NH:1][C:2]2[CH:3]=[C:4]([CH:9]=[CH:10][CH:11]=2)[C:5]([NH:7][CH3:8])=[O:6])[C:25]([C:29]#[N:30])=[CH:24][N:23]=1.[Cl:28][C:26]1[C:25]([C:29]#[N:30])=[CH:24][N:23]=[C:22]([NH:1][C:2]2[CH:3]=[C:4]([CH:9]=[CH:10][CH:11]=2)[C:5]([NH:7][CH3:8])=[O:6])[N:27]=1. Procedure: To 3-amino-N-methylbenzamide (353 mg, 2.351 mmol) in DME (8 mL) at 0° C. was added N-ethyl-N-isopropylpropan-2-amine (1.024 mL, 5.88 mmol) followed by 2,4-dichloropyrimidine-5-carbonitrile (450.0 mg, 2.59 mmol). The resulting reaction mixture was allowed to warm to RT (ice melt) over 3 h, concentrated, purified using MPLC (25 g cartridge, 40 g column, 0 to 100% EtOAc-hexanes). Separation of 2- and 4-substitution products was not achieved. Fractions with both products were combined and concentrat...